This data is from the Open Reaction Database (ORD), a public repository of structured organic reaction records. The task is: describe an organic reaction: reactants, conditions, products, and yield Reaction SMILES: [CH3:1][CH:2]([OH:8])[CH2:3][CH2:4][CH2:5][CH2:6][CH3:7].[CH:9]1([C:12](O)=[O:13])[CH2:11][CH2:10]1>C1(C)C=CC(S(O)(=O)=O)=CC=1.C1(C)C=CC=CC=1>[CH3:1][CH:2]([O:8][C:12]([CH:9]1[CH2:11][CH2:10]1)=[O:13])[CH2:3][CH2:4][CH2:5][CH2:6][CH3:7]. Reagents/catalysts: C1(=CC=C(C=C1)S(=O)(=O)O)C (p-toluenesulfonic acid). Product: CC(CCCCC)OC(=O)C1CC1 (cyclopropanecarboxylic acid 1-methyl-hexyl ester). Procedure: 2-Heptanol (200 g, 1.72 mol) and cyclopropanecarboxylic acid (163 g, 1.90 mol) were added into toluene (500 mL), followed by p-toluenesulfonic acid (3.2 g, 0.0172 mol). The reaction mixture was heated to reflux for 6 hours, cooled to room temperature, and quenched with aqueous sodium bicarbonate (1 L). The reaction mixture was then washed with brine (0.5 L) and dried over sodium sulfate (50 g). The solvent was removed and the reaction mixture was distilled to provide the product cyclopropanecarb... Yield: 79.8%. The reactants are CC(CCCCC)O (2-Heptanol), C1(CC1)C(=O)O (cyclopropanecarboxylic acid). Solvent: C1(=CC=CC=C1)C (toluene).